Dataset: the Open Reaction Database (ORD), a public repository of structured organic reaction records. Task: describe an organic reaction: reactants, conditions, products, and yield The reactants are C(C1=CC=CC=C1)ON1[C@@H]2CC[C@H](N(C1=O)C2)C(=O)NO[C@@H]2C[C@H](CC2)CNC(OC(C)(C)C)=O (tert-butyl {trans-3-[({[(2S,5R)-6-(benzyloxy)-7-oxo-1,6-diazabicyclo[3.2.1]oct-2-yl]carbonyl}amino)oxy]cyclopentyl}methylcarbamate). The reagents and catalysts are [Pd] (Pd/C). Run in CO (methanol). Run at time 1 hour. The product is ON1[C@@H]2CC[C@H](N(C1=O)C2)C(=O)NO[C@@H]2C[C@H](CC2)CNC(OC(C)(C)C)=O (tert-butyl {trans-3-[({[(2S,5R)-6-hydroxy-7-oxo-1,6-diazabicyclo[3.2.1]oct-2-yl]carbonyl}amino)oxy]cyclopentyl}methylcarbamate). Yield: 111.5%. RXN SMILES: C([O:8][N:9]1[C:15](=[O:16])[N:14]2[CH2:17][C@H:10]1[CH2:11][CH2:12][C@H:13]2[C:18]([NH:20][O:21][C@H:22]1[CH2:26][CH2:25][C@H:24]([CH2:27][NH:28][C:29](=[O:35])[O:30][C:31]([CH3:34])([CH3:33])[CH3:32])[CH2:23]1)=[O:19])C1C=CC=CC=1>CO.[Pd]>[OH:8][N:9]1[C:15](=[O:16])[N:14]2[CH2:17][C@H:10]1[CH2:11][CH2:12][C@H:13]2[C:18]([NH:20][O:21][C@H:22]1[CH2:26][CH2:25][C@H:24]([CH2:27][NH:28][C:29](=[O:35])[O:30][C:31]([CH3:33])([CH3:32])[CH3:34])[CH2:23]1)=[O:19]. Procedure: A mixture of tert-butyl {trans-3-[({[(2S,5R)-6-(benzyloxy)-7-oxo-1,6-diazabicyclo[3.2.1]oct-2-yl]carbonyl}amino)oxy]cyclopentyl}methylcarbamate 117 (0.90 mmol) and Pd/C (0.50 g) in methanol (20 mL) was hydrogenated at 30 psi at room temperature for 1 hour. The mixture was filtered through a Celite pad and concentrated to provide 118 (0.40 g) as a white foam. Starting materials: CC(CN(C1=CC(=C(C#N)C=C1)C(F)(F)F)CCCO)(C)C (4-[(2,2-dimethylpropyl)(3-hydroxypropyl)amino]-2-(trifluoromethyl)benzonitrile), FC1=CC=C(C=C1)O (4-fluorophenol). Yields the product CC(CN(C1=CC(=C(C#N)C=C1)C(F)(F)F)CCCOC1=CC=C(C=C1)F)(C)C (4-((2,2-Dimethylpropyl){3-[(4-fluorophenyl)oxy]propyl}amino)-2-(trifluoromethyl)benzonitrile). As a reaction SMILES: [CH3:1][C:2]([CH3:22])([CH3:21])[CH2:3][N:4]([CH2:17][CH2:18][CH2:19][OH:20])[C:5]1[CH:12]=[CH:11][C:8]([C:9]#[N:10])=[C:7]([C:13]([F:16])([F:15])[F:14])[CH:6]=1.[F:23][C:24]1[CH:29]=[CH:28][C:27](O)=[CH:26][CH:25]=1>>[CH3:1][C:2]([CH3:22])([CH3:21])[CH2:3][N:4]([CH2:17][CH2:18][CH2:19][O:20][C:27]1[CH:28]=[CH:29][C:24]([F:23])=[CH:25][CH:26]=1)[C:5]1[CH:12]=[CH:11][C:8]([C:9]#[N:10])=[C:7]([C:13]([F:14])([F:15])[F:16])[CH:6]=1. Procedure details: Synthesized as described in Example 1C from 4-[(2,2-dimethylpropyl)(3-hydroxypropyl)amino]-2-(trifluoromethyl)benzonitrile and 4-fluorophenol: MS (ESI) m/z 409 (M+1). Starting materials: O=S1CCN(c2nc(Cl)nc3c(SCc4ccccc4)ncnc23)CC1, OCC1CCCCN1. Yields the product O=S1CCN(c2nc(N3CCCCC3CO)nc3c(SCc4ccccc4)ncnc23)CC1. Reaction SMILES: [CH2:1]([c:2]1[cH:3][cH:4][cH:5][cH:6][cH:7]1)[S:8][c:9]1[n:10][cH:11][n:12][c:13]2[c:14]1[n:15][c:16]([Cl:26])[n:17][c:18]2[N:19]1[CH2:20][CH2:21][S:22](=[O:25])[CH2:23][CH2:24]1.[OH:27][CH2:28][CH:29]1[NH:30][CH2:31][CH2:32][CH2:33][CH2:34]1>>[CH2:1]([c:2]1[cH:3][cH:4][cH:5][cH:6][cH:7]1)[S:8][c:9]1[n:10][cH:11][n:12][c:13]2[c:14]1[n:15][c:16]([N:30]1[CH:29]([CH2:28][OH:27])[CH2:34][CH2:33][CH2:32][CH2:31]1)[n:17][c:18]2[N:19]1[CH2:20][CH2:21][S:22](=[O:25])[CH2:23][CH2:24]1. Reactants: C(C)(C)(C)OC(N(C1=NC=NC2=NC=CN=C12)CCC1=CC=C(C=C1)O[Si](C)(C)C(C)(C)C)=O ({2-[4-(tert-Butyldimethylsilanyloxy)-phenyl]-ethyl}-pteridin-4-yl-carbamic acid tert-butyl ester), [F-].C(CCC)[N+](CCCC)(CCCC)CCCC (tetrabutylammonium fluoride). Run in C(Cl)Cl (CH2Cl2), C1CCOC1 (THF). Conditions: time 18 hour. The product is C(C)(C)(C)OC(N(C1=NC=NC2=NC=CN=C12)CCC1=CC=C(C=C1)O)=O ([2-(4-hydroxyphenyl)-ethyl]-pteridin-4-yl-carbamic acid tert-butyl ester). RXN SMILES: [C:1]([O:5][C:6](=[O:34])[N:7]([CH2:18][CH2:19][C:20]1[CH:25]=[CH:24][C:23]([O:26][Si](C(C)(C)C)(C)C)=[CH:22][CH:21]=1)[C:8]1[C:17]2[C:12](=[N:13][CH:14]=[CH:15][N:16]=2)[N:11]=[CH:10][N:9]=1)([CH3:4])([CH3:3])[CH3:2].[F-].C([N+](CCCC)(CCCC)CCCC)CCC>C(Cl)Cl.C1COCC1>[C:1]([O:5][C:6](=[O:34])[N:7]([CH2:18][CH2:19][C:20]1[CH:25]=[CH:24][C:23]([OH:26])=[CH:22][CH:21]=1)[C:8]1[C:17]2[C:12](=[N:13][CH:14]=[CH:15][N:16]=2)[N:11]=[CH:10][N:9]=1)([CH3:4])([CH3:2])[CH3:3] |f:1.2|. Reported procedure: {2-[4-(tert-Butyldimethylsilanyloxy)-phenyl]-ethyl}-pteridin-4-yl-carbamic acid tert-butyl ester (680 mg, 1.4 mmol) was dissolved in 5 mL CH2Cl2 and treated with tetrabutylammonium fluoride 3H2O in 10 mL THF. After stirring for 18 h, the solution was washed with H2O, dried (Na2SO4), suction filtered, and concentrated in vacuo to give [2-(4-hydroxyphenyl)-ethyl]-pteridin-4-yl-carbamic acid tert-butyl ester as a tan solid, mp 132-134° C. (dec.); ESIMS m/z ([M+H]+) 368.